Dataset: the Open Reaction Database (ORD), a public repository of structured organic reaction records. Task: describe an organic reaction: reactants, conditions, products, and yield The reactants are C(C)(C)(C)OC(NC1=C(C=C(C(=C1)OCCC)C(F)(F)F)N)=O ((2-amino-5-propoxy-4-trifluoromethyl-phenyl)-carbamic acid tert-butyl ester), C(C)(C)(C)OC(CC(=O)C1=CC(=CC=C1)C1=CC(=NC(=C1)C)C)=O (3-[3-(2,6-dimethyl-pyridin-4-yl)-phenyl]-3-oxo-propionic acid tert-butyl ester). The product is C(C)(C)(C)OC(NC1=C(C=C(C(=C1)OCCC)C(F)(F)F)NC(CC(=O)C1=CC(=CC=C1)C1=CC(=NC(=C1)C)C)=O)=O ((2-{3-[3-(2,6-Dimethyl-pyridin-4-yl)-phenyl]-3-oxo-propionylamino}-5-propoxy-4-trifluoromethyl-phenyl)-carbamic acid tert-butyl ester), solid. Isolated yield 49.0%. RXN SMILES: [C:1]([O:5][C:6](=[O:23])[NH:7][C:8]1[CH:13]=[C:12]([O:14][CH2:15][CH2:16][CH3:17])[C:11]([C:18]([F:21])([F:20])[F:19])=[CH:10][C:9]=1[NH2:22])([CH3:4])([CH3:3])[CH3:2].C([O:28][C:29](=O)[CH2:30][C:31]([C:33]1[CH:38]=[CH:37][CH:36]=[C:35]([C:39]2[CH:44]=[C:43]([CH3:45])[N:42]=[C:41]([CH3:46])[CH:40]=2)[CH:34]=1)=[O:32])(C)(C)C>>[C:1]([O:5][C:6](=[O:23])[NH:7][C:8]1[CH:13]=[C:12]([O:14][CH2:15][CH2:16][CH3:17])[C:11]([C:18]([F:21])([F:20])[F:19])=[CH:10][C:9]=1[NH:22][C:29](=[O:28])[CH2:30][C:31]([C:33]1[CH:38]=[CH:37][CH:36]=[C:35]([C:39]2[CH:40]=[C:41]([CH3:46])[N:42]=[C:43]([CH3:45])[CH:44]=2)[CH:34]=1)=[O:32])([CH3:2])([CH3:3])[CH3:4]. Procedure: The title compound was prepared from (2-amino-5-propoxy-4-trifluoromethyl-phenyl)-carbamic acid tert-butyl ester (Example J35) (251 mg, 0.75 mmol) and 3-[3-(2,6-dimethyl-pyridin-4-yl)-phenyl]-3-oxo-propionic acid tert-butyl ester (Example K15) (244 mg, 0.75 mmol) according to the general procedure M. Obtained as a light yellow solid (172 mg, 49%). Yields the product N(C(=O)C)C1=CC=C(OCC(=O)OC)C=C1 (Methyl (4-acetaminophenoxy)acetate). Run in CC(=O)C (acetone). Procedure details: 4-Acetaminophenol (1.51 g), potassium carbonate (1.38 g) and methyl bromoacetate (1.0 ml) were combined in acetone (40 ml) and heated to reflux for 5 hours. The mixture was allowed to cool to room temperature, filtered and evaporated. The residue was dissolved in ethyl acetate, washed with water and then with brine then dried, filtered and evaporated to give the subtitle compound (2.32 g). Starting materials: N(C(=O)C)C1=CC=C(C=C1)O (4-Acetaminophenol), C([O-])([O-])=O.[K+].[K+] (potassium carbonate), BrCC(=O)OC (methyl bromoacetate). As a reaction SMILES: [NH:1]([C:5]1[CH:10]=[CH:9][C:8]([OH:11])=[CH:7][CH:6]=1)[C:2]([CH3:4])=[O:3].C(=O)([O-])[O-].[K+].[K+].Br[CH2:19][C:20]([O:22][CH3:23])=[O:21]>CC(C)=O>[NH:1]([C:5]1[CH:10]=[CH:9][C:8]([O:11][CH2:19][C:20]([O:22][CH3:23])=[O:21])=[CH:7][CH:6]=1)[C:2]([CH3:4])=[O:3] |f:1.2.3|. Starting materials: COC1=C(CN)C=CC(=C1)OC (2,4-dimethoxybenzylamine), ClC1=NC2=CC=C(C=C2N=C1OC)C (2-chloro-3-methoxy-6-methylquinoxaline), O (water). As a reaction SMILES: Cl[C:2]1[C:11]([O:12][CH3:13])=[N:10][C:9]2[C:4](=[CH:5][CH:6]=[C:7]([CH3:14])[CH:8]=2)[N:3]=1.[CH3:15][O:16][C:17]1[CH:24]=[C:23]([O:25][CH3:26])[CH:22]=[CH:21][C:18]=1[CH2:19][NH2:20].O>CS(C)=O>[CH3:15][O:16][C:17]1[CH:24]=[C:23]([O:25][CH3:26])[CH:22]=[CH:21][C:18]=1[CH2:19][NH:20][C:2]1[C:11]([O:12][CH3:13])=[N:10][C:9]2[C:4](=[CH:5][CH:6]=[C:7]([CH3:14])[CH:8]=2)[N:3]=1. The product is COC1=C(CNC2=NC3=CC=C(C=C3N=C2OC)C)C=CC(=C1)OC (2-(2,4-Dimethoxybenzylamino)-3-methoxy-6-methylquinoxaline). Solvent: CS(=O)C (dimethylsulfoxide). Yield: 90.4%. Reported procedure: To 2-chloro-3-methoxy-6-methylquinoxaline (3.05 g, 14.6 mmol) dissolved in dimethylsulfoxide (40 ml), 2,4-dimethoxybenzylamine (9.77 g, 58.4 mmol) was added at room temperature. The mixture was stirred at 60° C. for 45 hours and then water was added thereto. The product was extracted with ethyl acetate and the organic layer was washed with water and dried over MgSO4. After concentration under the reduced pressure, the crude product was purified by SiO2 column chromatography. Extraction of the re... Conditions: temperature 60 celsius, time 45 hour. The reactants are C1(=CC=C(C=C1)C=1N=C2C(=NC1C1=CC=C(C=C1)C)NCCC2)C (2,3-Dip-tolyl-5,6,7,8-tetrahydropyrido[2,3-b]pyrazine), C1(=CC=C(C=C1)C=1N=C2C(=NC1C1=CC=C(C=C1)C)NCCC2)C (2,3-Dip-tolyl-5,6,7,8-tetrahydropyrido[2,3-b]pyrazine), [H-].[H-].[H-].[H-].[Li+].[Al+3] (LiAlH4), [OH-].[Na+] (NaOH), [O-]S(=O)(=O)[O-].[Mg+2] (MgSO4). Run in O (water), C1CCOC1 (THF), C1CCOC1 (THF), O (water). Conditions: temperature 0 celsius, time 15 minute. Product: C1(=CC=C(C=C1)C=1N=C2C(=NC1C1=CC=C(C=C1)C)NCC=C2)C (2,3-Dip-tolyl-5,6-dihydropyrido[2,3-b]pyrazine). As a reaction SMILES: [C:1]1([CH3:24])[CH:6]=[CH:5][C:4]([C:7]2[N:8]=[C:9]3[CH2:23][CH2:22][CH2:21][NH:20][C:10]3=[N:11][C:12]=2[C:13]2[CH:18]=[CH:17][C:16]([CH3:19])=[CH:15][CH:14]=2)=[CH:3][CH:2]=1.[H-].[H-].[H-].[H-].[Li+].[Al+3].[OH-].[Na+].[O-]S([O-])(=O)=O.[Mg+2]>C1COCC1.O>[C:1]1([CH3:24])[CH:6]=[CH:5][C:4]([C:7]2[N:8]=[C:9]3[CH:23]=[CH:22][CH2:21][NH:20][C:10]3=[N:11][C:12]=2[C:13]2[CH:18]=[CH:17][C:16]([CH3:19])=[CH:15][CH:14]=2)=[CH:3][CH:2]=1 |f:1.2.3.4.5.6,7.8,9.10|. Procedure: To 2,3-Dip-tolylpyrido[2,3-b]pyrazine (Intermediate E, step 1) (6.74 g, 21.65 mmol) in THF (130 ml) was added dropwise at room temperature 2.4 M LiAlH4 in THF (4.51 ml, 10.82 mmol). To the reaction mixture cooled to 0° C. was added dropwise and successively water (0.409 ml), 15% aqueous NaOH (0.409 ml) and water (1.227 ml). The mixture was stirred at 0° C. for 15 min and allowed to warm to RT. Anhydrous MgSO4 was added and the mixture was stirred for 15 min and filtered. The residue was washed w... The reactants are O=C(Cl)C1CC1, Nc1cnc(-c2ccncc2)c(Cl)n1, c1ccncc1. Product: O=C(Nc1cnc(-c2ccncc2)c(Cl)n1)C1CC1. As a reaction SMILES: [CH:15]1([C:18](=[O:19])[Cl:20])[CH2:16][CH2:17]1.[Cl:1][c:2]1[c:3](-[c:9]2[cH:10][cH:11][n:12][cH:13][cH:14]2)[n:4][cH:5][c:6]([NH2:8])[n:7]1.[cH:21]1[cH:22][cH:23][n:24][cH:25][cH:26]1>>[Cl:1][c:2]1[c:3](-[c:9]2[cH:10][cH:11][n:12][cH:13][cH:14]2)[n:4][cH:5][c:6]([NH:8][C:18]([CH:15]2[CH2:16][CH2:17]2)=[O:19])[n:7]1. Reagents/catalysts: [Cu]I.CC=1C=CC=2C=CC=3C=CC(=NC3C2N1)C (CuI neocuproine). RXN SMILES: [C:1]1([SeH:7])[CH:6]=[CH:5][CH:4]=[CH:3][CH:2]=1.CC([O-])(C)C.[Na+].I[C:15]1[CH:20]=[CH:19][CH:18]=[CH:17][CH:16]=1.CC1C=CC2C=CC3C=CC(C)=NC=3C=2N=1.N1C2C(=CC=C3C=2N=CC=C3)C=CC=1>[Cu]I.CC1C=CC2C=CC3C=CC(C)=NC=3C=2N=1.C1(C)C=CC=CC=1>[C:1]1([Se:7][C:15]2[CH:20]=[CH:19][CH:18]=[CH:17][CH:16]=2)[CH:6]=[CH:5][CH:4]=[CH:3][CH:2]=1 |f:1.2,6.7|. The reactants are N1=CC=CC2=CC=C3C=CC=NC3=C12 (phenanthroline), aryl iodides, C1(=CC=CC=C1)[SeH] (phenyl selenol), IC1=CC=CC=C1 (iodobenzene), C1(=CC=CC=C1)[SeH] (phenyl selenol), CC(C)(C)[O-].[Na+] (NaOt-Bu), CC=1C=CC=2C=CC=3C=CC(=NC3C2N1)C (neocuproine). Run in C1(=CC=CC=C1)C (toluene). Procedure details: In a similar manner, the cross-coupling reaction between aryl iodides and phenyl selenol was initially investigated using 10 mol % CuI/neocuproine with NaOt-Bu as the base and toluene as the solvent. Using this protocol, in 24 h, the reaction between iodobenzene and phenyl selenol was complete. If in the reaction protocol neocuproine was replaced by phenanthroline, diphenyl selenide was obtained in a lower yield (70% by GC). Moreover, the reaction with the well-defined complex Cu-(neocuproine)(P... Yields the product C1(=CC=CC=C1)[Se]C1=CC=CC=C1 (diphenyl selenide). Run at time 24 hour. The reactants are C(C)N(CCNC1=CC=C(C=2SC3=CC=CC=C3C(C12)=O)C=O)CC (1-[[2-(diethylamino)ethyl]amino]-9-oxo-thioxanthen-4-carboxaldehyde), C(C)NC=O (N-ethylformamide), C(=O)O (formic acid), [OH-].[Na+] (sodium hydroxide). Run in O (water). The product is C(C)N(CCNC1=CC=C(C=2SC3=CC=CC=C3C(C12)=O)CN(C=O)CC)CC (N-[[1-[[2-(Diethylamino)ethyl]amino]-9-oxothioxanthen-4-yl]methyl]-N-ethylformamide). Isolated yield 57.0%. Reaction SMILES: [CH2:1]([N:3]([CH2:24][CH3:25])[CH2:4][CH2:5][NH:6][C:7]1[C:20]2[C:19](=[O:21])[C:18]3[C:13](=[CH:14][CH:15]=[CH:16][CH:17]=3)[S:12][C:11]=2[C:10](C=O)=[CH:9][CH:8]=1)[CH3:2].[CH2:26]([NH:28][CH:29]=[O:30])[CH3:27].[CH:31](O)=O.[OH-].[Na+]>O>[CH2:1]([N:3]([CH2:24][CH3:25])[CH2:4][CH2:5][NH:6][C:7]1[C:20]2[C:19](=[O:21])[C:18]3[C:13](=[CH:14][CH:15]=[CH:16][CH:17]=3)[S:12][C:11]=2[C:10]([CH2:31][N:28]([CH2:26][CH3:27])[CH:29]=[O:30])=[CH:9][CH:8]=1)[CH3:2] |f:3.4|. Procedure: A solution of 2.0 g (5.6 mmol) of 1-[[2-(diethylamino)ethyl]amino]-9-oxo-thioxanthen-4-carboxaldehyde, N-ethylformamide (24.0 mL) and formic acid (3.0 mL, 79.5 mmol) was heated at 170° C. for 4 hours. The reaction mixture was cooled, poured into water and made basic with 10% sodium hydroxide. A solid was obtained which was collected by filtration and washed with water. The solid residue was taken up in chloroform/water, and the organic layer was separated and dried over Na2SO4. The solvent was r... Reactants: FC(F)(F)[Si](C)(C)C ((trifluoromethyl)trimethylsilane), [F-].C(CCC)[N+](CCCC)(CCCC)CCCC (tetra-n-butylammonium fluoride), C(C)(=O)C1=CC=C(C=C1)N1C(C2(CC1)CCN(CC2)S(=O)(=O)C2=C(C=CC=C2)Cl)=O (2-(4-Acetyl-phenyl)-8-(2-chloro-benzenesulfonyl)-2,8-diaza-spiro[4.5]decan-1-one), C(C)(=O)C1=CC=C(C=C1)N1C(C2(CC1)CCN(CC2)S(=O)(=O)C2=C(C=CC=C2)Cl)=O (2-(4-Acetyl-phenyl)-8-(2-chloro-benzene sulfonyl)-2,8-diaza-spiro[4.5]decan-1-one). The reagents and catalysts are Cl (HCl). Run in C1CCOC1 (THF). Run at time 15 minute. The product is ClC1=C(C=CC=C1)S(=O)(=O)N1CCC2(CCN(C2=O)C2=CC=C(C=C2)C(C(F)(F)F)(C)O)CC1 (8-(2-Chloro-benzenesulfonyl)-2-[4-(2,2,2-trifluoro-1-hydroxy-1-methyl-ethyl)-phenyl]-2,8-diaza-spiro[4.5]decan-1-one). The yield is 60.5%. As a reaction SMILES: [C:1]([C:4]1[CH:9]=[CH:8][C:7]([N:10]2[CH2:14][CH2:13][C:12]3([CH2:19][CH2:18][N:17]([S:20]([C:23]4[CH:28]=[CH:27][CH:26]=[CH:25][C:24]=4[Cl:29])(=[O:22])=[O:21])[CH2:16][CH2:15]3)[C:11]2=[O:30])=[CH:6][CH:5]=1)(=[O:3])[CH3:2].[F:31][C:32]([Si](C)(C)C)([F:34])[F:33].[F-].C([N+](CCCC)(CCCC)CCCC)CCC>C1COCC1.Cl>[Cl:29][C:24]1[CH:25]=[CH:26][CH:27]=[CH:28][C:23]=1[S:20]([N:17]1[CH2:18][CH2:19][C:12]2([C:11](=[O:30])[N:10]([C:7]3[CH:6]=[CH:5][C:4]([C:1]([OH:3])([CH3:2])[C:32]([F:34])([F:33])[F:31])=[CH:9][CH:8]=3)[CH2:14][CH2:13]2)[CH2:15][CH2:16]1)(=[O:22])=[O:21] |f:2.3|. Reported procedure: 2-(4-Acetyl-phenyl)-8-(2-chloro-benzenesulfonyl)-2,8-diaza-spiro[4.5]decan-1-one (0.13 g), product of example 151), dissolved in THF (12 ml) under an argon atmosphere was treated at RT with (trifluoromethyl)trimethylsilane (0.062 g) then with tetra-n-butylammonium fluoride (1M solution in THF, 0.29 ml) and the reaction mixture was stirred overnight at RT. The mixture was made acidic with 3M aqueous HCl (a few drops) and stirred further 15 minutes. The solvent was removed in vacuo and the residue... Reported procedure: 100 ml of 95% 4-chlorobenzylamine and 51.53 g of sodium cyanate in 1 liter of water were treated below 25° C. with 194 ml of 4N HCl. Further sodium cyanate (5.15 g) was added and the pH adjusted to 7.3. After 3 days the solid was collected, washed with water and dried to give the title compound (131.1 g) as a white solid mp 186-9° C. The solvent is O (water). Product: ClC1=CC=C(CNC(=O)N)C=C1 (4-Chlorobenzylurea). Starting materials: [O-]C#N.[Na+] (sodium cyanate), ClC1=CC=C(CN)C=C1 (4-chlorobenzylamine), [O-]C#N.[Na+] (sodium cyanate), Cl (HCl). Reaction SMILES: [Cl:1][C:2]1[CH:9]=[CH:8][C:5]([CH2:6][NH2:7])=[CH:4][CH:3]=1.[O-:10][C:11]#[N:12].[Na+].Cl>O>[Cl:1][C:2]1[CH:9]=[CH:8][C:5]([CH2:6][NH:7][C:11]([NH2:12])=[O:10])=[CH:4][CH:3]=1 |f:1.2|. Yields the product BrC=1C=C(SC1)C(CC#N)O (3-(4-bromothiophen-2-yl)-3-hydroxypropanenitrile). Reported procedure: Addition of CH3CN to 4-bromothiophene-2-carbaldehyde following the method used in Example 2 gave 3-(4-bromothiophen-2-yl)-3-hydroxypropanenitrile as a light brown oil which was used in the next step without additional purification. Yield (1.95 g, 80%). Reactants: BrC=1C=C(SC1)C=O (4-bromothiophene-2-carbaldehyde), CC#N (CH3CN). Reaction SMILES: [Br:1][C:2]1[CH:3]=[C:4]([CH:7]=[O:8])[S:5][CH:6]=1.[CH3:9][C:10]#[N:11]>>[Br:1][C:2]1[CH:3]=[C:4]([CH:7]([OH:8])[CH2:9][C:10]#[N:11])[S:5][CH:6]=1.